From a dataset of the Open Reaction Database (ORD), a public repository of structured organic reaction records. describe an organic reaction: reactants, conditions, products, and yield Reactants: S(=O)(Cl)Cl (thionyl chloride), C1=C(C=CC2=CC=CC=C12)NCC(=O)O (2-naphthylglycine), CO (methanol). Run at time 3 hour. Yields the product Cl.COC(CNC1=CC2=CC=CC=C2C=C1)=O (2-naphthylglycine methyl ester hydrochloride). The yield is 94.0%. RXN SMILES: S(Cl)([Cl:3])=O.[CH:5]1[C:14]2[C:9](=[CH:10][CH:11]=[CH:12][CH:13]=2)[CH:8]=[CH:7][C:6]=1[NH:15][CH2:16][C:17]([OH:19])=[O:18].[CH3:20]O>>[ClH:3].[CH3:20][O:18][C:17](=[O:19])[CH2:16][NH:15][C:6]1[CH:7]=[CH:8][C:9]2[C:14](=[CH:13][CH:12]=[CH:11][CH:10]=2)[CH:5]=1 |f:3.4|. Procedure details: 33 mL of thionyl chloride was added dropwise to a mixture of 50.3 g of 2-naphthylglycine (racemic body) and 200 mL of methanol (dehydrated) at an inner temperature of 35° C. inner temperature over 1 hour and the mixture was stirred at the same temperature for 3 hours to effect reaction. The reaction mixture was concentrated and the resulting concentrated residue was mixed with 200 mL of diethyl ether. Then, the crystals produced were recovered by filtration and washed with 50 mL of diethyl ether...